This data is from the Open Reaction Database (ORD), a public repository of structured organic reaction records. The task is: describe an organic reaction: reactants, conditions, products, and yield The reactants are CCOC(=O)c1csc2cc(OC)c(Br)cc12, CN(C)C=O, Cc1ccccc1, [Cu]I, O=C([O-])C(F)(F)F, [K+]. The product is CCOC(=O)c1csc2cc(OC)c(C(F)(F)F)cc12. RXN SMILES: [Br:1][c:2]1[cH:3][c:4]2[c:5]([s:6][cH:7][c:8]2[C:9](=[O:10])[O:11][CH2:12][CH3:13])[cH:14][c:15]1[O:16][CH3:17].[CH3:26][N:27]([CH3:28])[CH:29]=[O:30].[CH3:31][c:32]1[cH:33][cH:34][cH:35][cH:36][cH:37]1.[Cu:38][I:39].[F:18][C:19]([C:20]([O-:21])=[O:22])([F:23])[F:24].[K+:25]>>[c:2]1([C:19]([F:18])([F:23])[F:24])[cH:3][c:4]2[c:5]([s:6][cH:7][c:8]2[C:9](=[O:10])[O:11][CH2:12][CH3:13])[cH:14][c:15]1[O:16][CH3:17]. The reactants are ClC1=C(OCC2=NC=CC=C2)C=CC(=C1)[N+](=O)[O-] (2-[(2-Chloro-4-nitrophenoxy)methyl]pyridine), [Cl-].[NH4+] (ammonium chloride). The reagents and catalysts are [Zn] (zinc). The solvent is C(C)O (ethanol), O (water). Conditions: temperature 60 celsius, time 2 hour. Product: ClC=1C=C(N)C=CC1OCC1=NC=CC=C1 (3-Chloro-4-(pyridin-2-ylmethoxy)aniline). Yield: 84.4%. RXN SMILES: [Cl:1][C:2]1[CH:15]=[C:14]([N+:16]([O-])=O)[CH:13]=[CH:12][C:3]=1[O:4][CH2:5][C:6]1[CH:11]=[CH:10][CH:9]=[CH:8][N:7]=1.[Cl-].[NH4+]>C(O)C.O.[Zn]>[Cl:1][C:2]1[CH:15]=[C:14]([CH:13]=[CH:12][C:3]=1[O:4][CH2:5][C:6]1[CH:11]=[CH:10][CH:9]=[CH:8][N:7]=1)[NH2:16] |f:1.2|. Reported procedure: To a solution of 2-[(2-chloro-4-nitrophenoxy)methyl]pyridine from Example 5A (6.65 g, 25.1 mmol) in ethanol (120 mL) was added zinc powder (8.22 g, 126 mmol), and the mixture was heated to 60° C. A solution of ammonium chloride (2.67 g, 50.3 mmol) in water (24 mL) was added dropwise, and the reaction was stirred for additional 2 h at this temperature. The mixture was filtered through Celite®, and the solvent was removed in vacuo. The residue was triturated with water, and the precipitate was col... Starting materials: ClC=1C=C2C=C(NC2=CC1)CC1=CC=CC=C1 (5-chloro-2-benzylindole), C(C)(=O)N1C(NCC1)=O (1-acetyl-imidazolidine-2-one). The solvent is P(=O)(Cl)(Cl)Cl (phosphorus oxychloride). Run at temperature 60 celsius. The product is ClC=1C=C2C(=C(NC2=CC1)CC1=CC=CC=C1)C=1NCCN1 (5-Chloro-2-benzyl-3-(4,5-dihydroimidazol-2-yl)-1H-indole). Reaction SMILES: [Cl:1][C:2]1[CH:3]=[C:4]2[C:8](=[CH:9][CH:10]=1)[NH:7][C:6]([CH2:11][C:12]1[CH:17]=[CH:16][CH:15]=[CH:14][CH:13]=1)=[CH:5]2.C([N:21]1[CH2:25][CH2:24][NH:23][C:22]1=O)(=O)C>P(Cl)(Cl)(Cl)=O>[Cl:1][C:2]1[CH:3]=[C:4]2[C:8](=[CH:9][CH:10]=1)[NH:7][C:6]([CH2:11][C:12]1[CH:13]=[CH:14][CH:15]=[CH:16][CH:17]=1)=[C:5]2[C:22]1[NH:23][CH2:24][CH2:25][N:21]=1. Procedure details: A mixture of 2.42 g (10 mmol) 5-chloro-2-benzylindole and 1.28 g (10 mmol) 1-acetyl-imidazolidine-2-one (0.1 mol) is added to phosphorus oxychloride (10 ml) and heated to 60° C. for 5 hours. After evaporation of phosphorus oxychloride the residue is treated with ethanol (14 ml) and heated to reflux for 3.5 hours. Ethanol is evaporated. The residue is purified by chromatography to obtain the hydrochloride. The base is obtainable by treatment with 2N sodium hydroxide to pH 11. The solid is filtere... Reported procedure: 2-(5-(1-(tert-Butyldimethylsilyloxy)-7-phenylheptyl)-2H-tetrazol-2-yl)-pyridine (4.4 mg, 0.009 mmol) was dissolved in THF (122 μL), treated with Bu4NF (1 M in THF, 0.013 mL, 0.013 mmol) and stirred at room temperature for 2 h under Ar. The reaction mixture was diluted with EtOAc, washed with saturated aqueous NaCl and dried over Na2SO4. Evaporation in vacuo yielded the crude alcohol that was purified by flash chromatography (SiO2, 0.5×4 cm, 20-50% EtOAc-hexanes) to afford 7-phenyl-1-(2-(pyridin-... As a reaction SMILES: [Si]([O:8][CH:9]([C:22]1[N:23]=[N:24][N:25]([C:27]2[CH:32]=[CH:31][CH:30]=[CH:29][N:28]=2)[N:26]=1)[CH2:10][CH2:11][CH2:12][CH2:13][CH2:14][CH2:15][C:16]1[CH:21]=[CH:20][CH:19]=[CH:18][CH:17]=1)(C(C)(C)C)(C)C.[N+](CCCC)(CCCC)(CCCC)CCCC.[F-]>C1COCC1.CCOC(C)=O>[C:16]1([CH2:15][CH2:14][CH2:13][CH2:12][CH2:11][CH2:10][CH:9]([C:22]2[N:23]=[N:24][N:25]([C:27]3[CH:32]=[CH:31][CH:30]=[CH:29][N:28]=3)[N:26]=2)[OH:8])[CH:21]=[CH:20][CH:19]=[CH:18][CH:17]=1 |f:1.2|. Starting materials: [Si](C)(C)(C(C)(C)C)OC(CCCCCCC1=CC=CC=C1)C=1N=NN(N1)C1=NC=CC=C1 (2-(5-(1-(tert-Butyldimethylsilyloxy)-7-phenylheptyl)-2H-tetrazol-2-yl)-pyridine), [N+](CCCC)(CCCC)(CCCC)CCCC.[F-] (Bu4NF). The yield is 88.9%. Conditions: time 2 hour. The solvent is C1CCOC1 (THF), CCOC(=O)C (EtOAc). The product is C1(=CC=CC=C1)CCCCCCC(O)C=1N=NN(N1)C1=NC=CC=C1 (7-phenyl-1-(2-(pyridin-2-yl)-2H-tetrazol-5-yl)-heptan-1-ol). The reactants are CC1=C(C=C(C=C1)[N+](=O)[O-])N1CCC(CC1)=O (1-(2-Methyl-5-nitro-phenyl)-piperidin-4-one). Run in COC(N(C)C)OC (N,N-Dimethylformamide dimethyl acetal). The product is CN(C)C=C1CN(CCC1=O)C1=C(C=CC(=C1)[N+](=O)[O-])C (3-Dimethylaminomethylene-1-(2-methyl-5-nitro-phenyl)piperidin-4-one). RXN SMILES: [CH3:1][C:2]1[CH:7]=[CH:6][C:5]([N+:8]([O-:10])=[O:9])=[CH:4][C:3]=1[N:11]1[CH2:16][CH2:15][C:14](=[O:17])[CH2:13][CH2:12]1>COC(OC)N(C)C>[CH3:3][N:11]([CH:16]=[C:13]1[C:14](=[O:17])[CH2:15][CH2:16][N:11]([C:3]2[CH:4]=[C:5]([N+:8]([O-:10])=[O:9])[CH:6]=[CH:7][C:2]=2[CH3:1])[CH2:12]1)[CH3:12]. Procedure: A solution of 1-(2-Methyl-5-nitro-phenyl)-piperidin-4-one [100 mg, 0.426 mmol] in N,N-Dimethylformamide dimethyl acetal (DMA.DMF) [1 ml] was heated to reflux for 12 hrs. After cooling to room temperature, reaction mixture was concentrated under vacuum. The dark brown crude product obtained was further purified by silica gel chromatography using 30-60% ethyl acetate/hexane as eluent to obtain pure desired product i.e., 3-Dimethylaminomethylene-1-(2-methyl-5-nitro-phenyl)-piperidin-4-one [4] as or... RXN SMILES: C1(C2C(OCC3(C(F)(F)F)CCCCC3)=CC(F)=C(C=2)C(OC(C)(C)C)=O)CC1.[CH:30]1([C:33]2[C:34]([O:47][CH2:48][CH:49]3[CH2:54][CH2:53][CH2:52][C:51]([CH3:56])([CH3:55])[CH2:50]3)=[CH:35][C:36]([F:46])=[C:37]([CH:45]=2)[C:38]([O:40]C(C)(C)C)=[O:39])[CH2:32][CH2:31]1>>[CH:30]1([C:33]2[C:34]([O:47][CH2:48][CH:49]3[CH2:54][CH2:53][CH2:52][C:51]([CH3:56])([CH3:55])[CH2:50]3)=[CH:35][C:36]([F:46])=[C:37]([CH:45]=2)[C:38]([OH:40])=[O:39])[CH2:32][CH2:31]1. Reactants: C1(CC1)C=1C(=CC(=C(C(=O)OC(C)(C)C)C1)F)OCC1(CCCCC1)C(F)(F)F (tert-butyl 5-cyclopropyl-2-fluoro-4-((1-(trifluoromethyl)-cyclohexyl)methoxy)benzoate), C1(CC1)C=1C(=CC(=C(C(=O)OC(C)(C)C)C1)F)OCC1CC(CCC1)(C)C (tert-butyl 5-cyclopropyl-4-((3,3-dimethylcyclohexyl)-methoxy)-2-fluorobenzoate). The yield is 22.0%. Procedure details: Following the procedure as described in Example 158 step 4, and making variations as required to replace tert-butyl 5-cyclopropyl-2-fluoro-4-((1-(trifluoromethyl)-cyclohexyl)methoxy)benzoate with tert-butyl 5-cyclopropyl-4-((3,3-dimethylcyclohexyl)-methoxy)-2-fluorobenzoate, the title compound was obtained as a colorless solid (0.46 g, 22%): MS (ES−) m/z 319.3 (M−1). The product is C1(CC1)C=1C(=CC(=C(C(=O)O)C1)F)OCC1CC(CCC1)(C)C (5-cyclopropyl-4-((3,3-dimethylcyclohexyl)-methoxy)-2-fluorobenzoic acid), solid. Starting materials: COC1=CC=CC=2C=C(OC21)COC (7-methoxy-2-methoxymethylbenzofuran), BrN1C(CCC1=O)=O (N-bromosuccinimide). Run in C(C)#N (acetonitrile). Conditions: time 2 day. Product: BrC1=CC=C(C2=C1C=C(O2)COC)OC (4-Bromo-7-methoxy-2-methoxymethylbenzofuran). Yield: 110.7%. Reaction SMILES: [CH3:1][O:2][C:3]1[C:11]2[O:10][C:9]([CH2:12][O:13][CH3:14])=[CH:8][C:7]=2[CH:6]=[CH:5][CH:4]=1.[Br:15]N1C(=O)CCC1=O>C(#N)C>[Br:15][C:6]1[C:7]2[CH:8]=[C:9]([CH2:12][O:13][CH3:14])[O:10][C:11]=2[C:3]([O:2][CH3:1])=[CH:4][CH:5]=1. Procedure details: A solution of 7-methoxy-2-methoxymethylbenzofuran (13.32 g) in acetonitrile (500 ml) was stirred at room temperature. N-bromosuccinimide (11.04 g) was added and stirring continued for 2 days after which the solvent was removed in vacuo. The resulting oil was partitioned between ethyl acetate (100 ml) and sodium metasulfite solution (50 ml), the organic extract washed with more sodium metasulfite solution (2×50 ml), followed by brine (50 ml). The organic layer was separated, dried over magnesium ... The reactants are C(c1cn2ccccc2n1)=O, CC1=CN=C(C=C1)N, [C-]#[N+]C1CCCCC1. Reagents/catalysts: O=C(O)C(F)(F)F (trifluoroacetic acid). Run in CC(C)O (isopropyl alcohol), CC(C)O (isopropylalcohol). Reaction conditions: temperature 22 celsius, time 20 hour. The product is Cc1ccc2nc(c3cn4ccccc4n3)c(NC3CCCCC3)n2c1. The yield is 48.8%. Reaction SMILES: CC1=CC=C(N)N=C1.[C-]#[N+]C1CCCCC1.O=CC1=CN2C=CC=CC2=N1>>CC1=CN2C(C=C1)=NC(C1=CN3C=CC=CC3=N1)=C2NC1CCCCC1.